This data is from the Open Reaction Database (ORD), a public repository of structured organic reaction records. The task is: describe an organic reaction: reactants, conditions, products, and yield Reactants: CN(S(=O)(=O)C=1C=CC2=C(C(NC3=C(O2)C=CC=C3)=O)C1)C (10,11-dihydro-N,N-dimethyl-11-oxodibenz[b,f][1,4]oxazepine-2-sulfonamide), molar solution, B.CSC (borane dimethylsulfide). The solvent is O1CCCC1 (tetrahydrofuran), O1CCCC1 (tetrahydrofuran), CO (methanol). Conditions: time 8 hour. Product: CN(S(=O)(=O)C=1C=CC2=C(CNC3=C(O2)C=CC=C3)C1)C (10,11-Dihydro-N,N-dimethyldibenz[b,f][1,4]oxazepine-2-sulfonamide). The yield is 85.4%. Reaction SMILES: [CH3:1][N:2]([CH3:22])[S:3]([C:6]1[CH:7]=[CH:8][C:9]2[O:15][C:14]3[CH:16]=[CH:17][CH:18]=[CH:19][C:13]=3[NH:12][C:11](=O)[C:10]=2[CH:21]=1)(=[O:5])=[O:4].B.CSC>O1CCCC1.CO>[CH3:1][N:2]([CH3:22])[S:3]([C:6]1[CH:7]=[CH:8][C:9]2[O:15][C:14]3[CH:16]=[CH:17][CH:18]=[CH:19][C:13]=3[NH:12][CH2:11][C:10]=2[CH:21]=1)(=[O:4])=[O:5] |f:1.2|. Procedure: To 5.88 g of 10,11-dihydro-N,N-dimethyl-11-oxodibenz[b,f][1,4]oxazepine-2-sulfonamide in 5 ml of tetrahydrofuran is added 20 ml of a molar solution of borane-dimethylsulfide in tetrahydrofuran. The mixture is stirred overnight and then refluxed for 2 hours. The mixture is chilled, diluted with 10 ml of methanol and then concentrated, methanol added again and the mixture concentrated. To the mixture is added 20 ml of 2N NaOH and the mixture refluxed for 2 hours. The mixture is extracted with dich... The reactants are N#Cc1cccc(S(=O)(=O)Cl)c1, COC(C)=O, Cl, Cc1ccc(N)c2[nH]cc(C#N)c12, O, c1ccncc1. Product: Cc1ccc(NS(=O)(=O)c2cccc(C#N)c2)c2[nH]cc(C#N)c12. RXN SMILES: [C:14](#[N:15])[c:16]1[cH:17][c:18]([S:22](=[O:23])(=[O:24])[Cl:25])[cH:19][cH:20][cH:21]1.[C:33]([O:34][CH3:35])(=[O:36])[CH3:37].[ClH:32].[NH2:1][c:2]1[cH:3][cH:4][c:5]([CH3:13])[c:6]2[c:7]([C:11]#[N:12])[cH:8][nH:9][c:10]12.[OH2:38].[cH:26]1[cH:27][cH:28][n:29][cH:30][cH:31]1>>[NH:1]([c:2]1[cH:3][cH:4][c:5]([CH3:13])[c:6]2[c:7]([C:11]#[N:12])[cH:8][nH:9][c:10]12)[S:22]([c:18]1[cH:17][c:16]([C:14]#[N:15])[cH:21][cH:20][cH:19]1)(=[O:23])=[O:24]. The reactants are C([O-])([O-])=O.[Na+].[Na+] (sodium carbonate), COC(=O)CCC=1SC=C(N1)C1=CC=C(C=C1)C1CCNCC1 (2-(2-methoxycarbonyl-ethyl)-4-[4-(4-piperidinyl)-phenyl]-thiazole), Br.C(C)SC(N)=N (S-ethylisothiourea-hydrobromide). The solvent is CN(C=O)C (dimethylformamide). The product is C(N)(=N)N1CCC(CC1)C1=CC=C(C=C1)C=1N=C(SC1)CCC(=O)OC (4-[4-(1-Amidino-4-piperidinyl)-phenyl]-2-(2-methoxycarbonyl-ethyl)-thiazole). Reaction SMILES: [CH3:1][O:2][C:3]([CH2:5][CH2:6][C:7]1[S:8][CH:9]=[C:10]([C:12]2[CH:17]=[CH:16][C:15]([CH:18]3[CH2:23][CH2:22][NH:21][CH2:20][CH2:19]3)=[CH:14][CH:13]=2)[N:11]=1)=[O:4].Br.C(S[C:28](=[NH:30])[NH2:29])C.C(=O)([O-])[O-].[Na+].[Na+]>CN(C)C=O>[C:28]([N:21]1[CH2:20][CH2:19][CH:18]([C:15]2[CH:16]=[CH:17][C:12]([C:10]3[N:11]=[C:7]([CH2:6][CH2:5][C:3]([O:2][CH3:1])=[O:4])[S:8][CH:9]=3)=[CH:13][CH:14]=2)[CH2:23][CH2:22]1)(=[NH:29])[NH2:30] |f:1.2,3.4.5|. Reported procedure: Prepared from 2-(2-methoxycarbonyl-ethyl)-4-[4-(4-piperidinyl)-phenyl]-thiazole and S-ethylisothiourea-hydrobromide by heating to 100° C. for 4 hours in dimethylformamide in the presence of sodium carbonate. The reactants are CSC(=S)NCCO, O, ClC(c1ccccc1)(c1ccccc1)c1ccccc1, c1ccncc1. The product is CSC(=S)NCCOC(c1ccccc1)(c1ccccc1)c1ccccc1. Reaction SMILES: [CH3:1][S:2][C:3]([NH:4][CH2:5][CH2:6][OH:7])=[S:8].[OH2:29].[c:9]1([C:15]([c:16]2[cH:17][cH:18][cH:19][cH:20][cH:21]2)([c:22]2[cH:23][cH:24][cH:25][cH:26][cH:27]2)[Cl:28])[cH:10][cH:11][cH:12][cH:13][cH:14]1.[cH:30]1[cH:31][cH:32][n:33][cH:34][cH:35]1>>[CH3:1][S:2][C:3]([NH:4][CH2:5][CH2:6][O:7][C:15]([c:9]1[cH:10][cH:11][cH:12][cH:13][cH:14]1)([c:16]1[cH:17][cH:18][cH:19][cH:20][cH:21]1)[c:22]1[cH:23][cH:24][cH:25][cH:26][cH:27]1)=[S:8]. The reactants are CCOC(=O)C(C)(C)NC(=O)c1nnc2ccc(NCCCN3CCC(OC(c4ccccc4)c4ccccc4)CC3)nn12, CCO, [Na+], [OH-]. The product is CC(C)(NC(=O)c1nnc2ccc(NCCCN3CCC(OC(c4ccccc4)c4ccccc4)CC3)nn12)C(=O)O. Reaction SMILES: [CH2:1]([CH3:2])[O:3][C:4]([C:5]([NH:6][C:7](=[O:8])[c:9]1[n:10][n:11][c:12]2[n:13]1[n:14][c:15]([NH:18][CH2:19][CH2:20][CH2:21][N:22]1[CH2:23][CH2:24][CH:25]([O:28][CH:29]([c:30]3[cH:31][cH:32][cH:33][cH:34][cH:35]3)[c:36]3[cH:37][cH:38][cH:39][cH:40][cH:41]3)[CH2:26][CH2:27]1)[cH:16][cH:17]2)([CH3:42])[CH3:43])=[O:44].[CH3:47][CH2:48][OH:49].[Na+:46].[OH-:45]>>[O:3]=[C:4]([C:5]([NH:6][C:7](=[O:8])[c:9]1[n:10][n:11][c:12]2[n:13]1[n:14][c:15]([NH:18][CH2:19][CH2:20][CH2:21][N:22]1[CH2:23][CH2:24][CH:25]([O:28][CH:29]([c:30]3[cH:31][cH:32][cH:33][cH:34][cH:35]3)[c:36]3[cH:37][cH:38][cH:39][cH:40][cH:41]3)[CH2:26][CH2:27]1)[cH:16][cH:17]2)([CH3:42])[CH3:43])[OH:44]. The reactants are CSc1ccc(O)cc1, C(=NC1CCCCC1)=NC1CCCCC1, ClCCl, CCC(C(=O)O)c1ccccc1. Yields the product CCC(C(=O)Oc1ccc(SC)cc1)c1ccccc1. RXN SMILES: [CH3:28][S:29][c:30]1[cH:31][cH:32][c:33]([OH:36])[cH:34][cH:35]1.[CH:13]1([N:14]=[C:15]=[N:16][CH:17]2[CH2:18][CH2:19][CH2:20][CH2:21][CH2:22]2)[CH2:23][CH2:24][CH2:25][CH2:26][CH2:27]1.[Cl:37][CH2:38][Cl:39].[c:1]1([CH:7]([C:8](=[O:9])[OH:10])[CH2:11][CH3:12])[cH:2][cH:3][cH:4][cH:5][cH:6]1>>[c:1]1([CH:7]([C:8](=[O:9])[O:10][c:33]2[cH:32][cH:31][c:30]([S:29][CH3:28])[cH:35][cH:34]2)[CH2:11][CH3:12])[cH:2][cH:3][cH:4][cH:5][cH:6]1.